Dataset: the Open Reaction Database (ORD), a public repository of structured organic reaction records. Task: describe an organic reaction: reactants, conditions, products, and yield Reactants: C(C)(C)(C)OC(=O)N1CCC(CC1)CN(C)C1=NC(=NC=C1)Cl (1-t-butoxycarbonyl-4-{[(2-chloropyrimidin-4-yl)(methyl)amino]methyl}piperidine), [H][H] (hydrogen), [H][H] (hydrogen). The reagents and catalysts are [Pd] (palladium on activated carbon). Run in C(C)O (ethanol), C(C)(=O)[O-].[Na+] (sodium acetate). Reaction conditions: time 2 hour. The product is Cl.N1=CN=C(C=C1)N(C)CC1CCNCC1 (4-{[(pyrimidin-4-yl)(methyl)amino]methyl}piperidine hydrochloride). The yield is 123.1%. RXN SMILES: C(OC([N:8]1[CH2:13][CH2:12][CH:11]([CH2:14][N:15]([C:17]2[CH:22]=[CH:21][N:20]=[C:19]([Cl:23])[N:18]=2)[CH3:16])[CH2:10][CH2:9]1)=O)(C)(C)C.[H][H]>[Pd].C(O)C.C([O-])(=O)C.[Na+]>[ClH:23].[N:20]1[CH:21]=[CH:22][C:17]([N:15]([CH2:14][CH:11]2[CH2:10][CH2:9][NH:8][CH2:13][CH2:12]2)[CH3:16])=[N:18][CH:19]=1 |f:4.5,6.7|. Procedure details: A suspension of 1-t-butoxycarbonyl-4-{[(2-chloropyrimidin-4-yl)(methyl)amino]methyl}piperidine (3.00 g, 8.80 mmol) and 5% palladium on activated carbon (1.87 g, 0.880 mmol) in ethanol (70 mL) and 1N sodium acetate solution (17.6 mL) is stirred rapidly under 1 atmosphere of hydrogen for 2 hours. After the atmosphere of hydrogen is replaced with argon the mixture is filtered through a bed of Celite™ and ethyl acetate, water and saturated sodium bicarbonate are added to the solution. The phases are... Starting materials: CC=1N(C(=CC1)C)C1=NC(=C(C(=N1)C)OCC1=CC=CC=C1)C (2-(2,5-Dimethyl-1H-pyrrol-1-yl)-5-benzyloxy-4,6-dimethylpyrimidine), Cl.NO (hydroxylamine hydrochloride). Solvent: C(C)O.O (ethanol water), O (water). Product: NC1=NC(=C(C(=N1)C)OCC1=CC=CC=C1)C (2-Amino-5-benzyloxy-4,6-dimethylpyrimidine). RXN SMILES: CC1[N:3]([C:8]2[N:13]=[C:12]([CH3:14])[C:11]([O:15][CH2:16][C:17]3[CH:22]=[CH:21][CH:20]=[CH:19][CH:18]=3)=[C:10]([CH3:23])[N:9]=2)C(C)=CC=1.Cl.NO>C(O)C.O.O>[NH2:3][C:8]1[N:13]=[C:12]([CH3:14])[C:11]([O:15][CH2:16][C:17]2[CH:22]=[CH:21][CH:20]=[CH:19][CH:18]=2)=[C:10]([CH3:23])[N:9]=1 |f:1.2,3.4|. Procedure: To a stirred solution containing 2.85 g (9.27 mmol) 2-(2,5-dimethyl-1H-pyrrol-1-yl)-5-benzyloxy-4,6-dimethylpyrimidine (6) in 30 mL of ethanol-water 1:1 were added 6.44 g (93 mmol) of hydroxylamine hydrochloride. The reaction mixture was stirred at reflux overnight under argon atmosphere. The pH of the solution was then brought to 10 and diluted with 20 mL of water. The mixture was extracted with two portions of 30 mL of dichloromethane. The combined organic solution was dried (MgSO4) and then c... The reactants are Clc1ncc2c(n1)CCCCCC2, NN, c1ccncc1. The product is NNc1ncc2c(n1)CCCCCC2. Reaction SMILES: [Cl:1][c:2]1[n:3][cH:4][c:5]2[c:6]([n:7]1)[CH2:8][CH2:9][CH2:10][CH2:11][CH2:12][CH2:13]2.[NH2:14][NH2:15].[cH:16]1[cH:17][cH:18][n:19][cH:20][cH:21]1>>[c:2]1([NH:14][NH2:15])[n:3][cH:4][c:5]2[c:6]([n:7]1)[CH2:8][CH2:9][CH2:10][CH2:11][CH2:12][CH2:13]2. Yield: 54.1%. Solvent: C(Cl)Cl (CH2Cl2). Procedure details: To a suspension of 18 (0.52 g, 1.82 mmol), tetrabutylammonium bisulfate (0.09 g, 0.27 mmol) and KOH (0.20 g, 3.63 mmol) in CH2Cl2 (15 mL) was stirred for 20 min, benzenesulfonyl chloride (0.35 ml, 2.72 mmol) was added and stirred at room temperature overnight. The reaction mixture was quenched with water extracted with CH2Cl2 (20 mL×3). The combined organic layer was dried over anhydrous MgSO4 and concentrated under reduced pressure to give a yellow residue, which was purified by silica gel chro... Conditions: time 20 minute. Reagents/catalysts: S([O-])(O)(=O)=O.C(CCC)[N+](CCCC)(CCCC)CCCC (tetrabutylammonium bisulfate). Yields the product C1(=CC=CC=C1)S(=O)(=O)N1C=C(C2=CC=CC=C12)C=CC(=O)NOC1OCCCC1 (3-(1-Benzenesulfonyl-1H-indol-3-yl)-N-(tetrahydro-pyran-2-yloxy)-acrylamide). Starting materials: C1(=CC=CC=C1)S(=O)(=O)Cl (benzenesulfonyl chloride), N1C=C(C2=CC=CC=C12)C=CC(=O)NOC1OCCCC1 (3-(1H-Indol-3-yl)-N-(tetrahydro-pyran-2-yloxy)-acrylamide), [OH-].[K+] (KOH). RXN SMILES: [NH:1]1[C:9]2[C:4](=[CH:5][CH:6]=[CH:7][CH:8]=2)[C:3]([CH:10]=[CH:11][C:12]([NH:14][O:15][CH:16]2[CH2:21][CH2:20][CH2:19][CH2:18][O:17]2)=[O:13])=[CH:2]1.[OH-].[K+].[C:24]1([S:30](Cl)(=[O:32])=[O:31])[CH:29]=[CH:28][CH:27]=[CH:26][CH:25]=1>S(=O)(=O)(O)[O-].C([N+](CCCC)(CCCC)CCCC)CCC.C(Cl)Cl>[C:24]1([S:30]([N:1]2[C:9]3[C:4](=[CH:5][CH:6]=[CH:7][CH:8]=3)[C:3]([CH:10]=[CH:11][C:12]([NH:14][O:15][CH:16]3[CH2:21][CH2:20][CH2:19][CH2:18][O:17]3)=[O:13])=[CH:2]2)(=[O:32])=[O:31])[CH:29]=[CH:28][CH:27]=[CH:26][CH:25]=1 |f:1.2,4.5|.